This data is from the Open Reaction Database (ORD), a public repository of structured organic reaction records. The task is: describe an organic reaction: reactants, conditions, products, and yield The reactants are C(C)(C)(C)OC(=O)N1C[C@@H]2N(C(C3=C(C=C(C=C23)O)C(F)(F)F)=O)CC1 (N-(t-butoxycarbonyl)-(R)-1,3,4,10b-tetrahydro-9-hydroxy-7-trifluoromethyl-pyrazino[2,1-a]isoindol-6(2H)-one), Cl (hydrochloric acid), white solid. The solvent is O (water), CCOCC (ether). Run at time 1 hour. Product: Cl.OC1=CC(=C2C(N3[C@H](C2=C1)CNCC3)=O)C(F)(F)F ((R)-1,3,4,10b-tetrahydro-9-hydroxy-7-trifluoromethyl-pyrazino[2,1-a]isoindol-6(2H)-one hydrochloric acid salt). RXN SMILES: C(OC([N:8]1[CH2:26][CH2:25][N:11]2[C:12](=[O:24])[C:13]3[C:18]([C@@H:10]2[CH2:9]1)=[CH:17][C:16]([OH:19])=[CH:15][C:14]=3[C:20]([F:23])([F:22])[F:21])=O)(C)(C)C.[ClH:27]>CCOCC.O>[ClH:27].[OH:19][C:16]1[CH:17]=[C:18]2[C:13]([C:12](=[O:24])[N:11]3[CH2:25][CH2:26][NH:8][CH2:9][C@H:10]32)=[C:14]([C:20]([F:23])([F:22])[F:21])[CH:15]=1 |f:4.5|. Procedure details: To a stirring solution of N-(t-butoxycarbonyl)-(R)-1,3,4,10b-tetrahydro-9-hydroxy-7-trifluoromethyl-pyrazino[2,1-a]isoindol-6(2H)-one (14 mg, 0.04 mmol) in dry ether (2 mL) was added hydrochloric acid (1 mL). The reaction was stirred for 1 h and then conc. in vacuo to a white solid. The solid was dissolved in water and lyophilized to 10 mg of a white solid. MS (ESI) 273 (M−Cl). The reactants are C1(\C(\C)=C/C(=O)O1)=O (citraconic anhydride), glass, C1(=CC(=CC=C1)CN)CN (m-xylylenediamine), reagent. Solvent: CC(=O)C (acetone), CC(=O)C (acetone). Product: C1(=CC(=CC=C1)CNC(\C=C(/C(=O)O)\C)=O)CNC(\C=C(/C(=O)O)\C)=O (N,N'-(m-xylylene)bis Citraconamic Acid). Yield: 68.3%. As a reaction SMILES: [C:1]1([CH2:9][NH2:10])[CH:6]=[CH:5][CH:4]=[C:3]([CH2:7][NH2:8])[CH:2]=1.[C:11]1(=[O:18])[O:17][C:15](=[O:16])[CH:14]=[C:12]1[CH3:13]>CC(C)=O>[C:1]1([CH2:9][NH:10][C:15](=[O:16])/[CH:14]=[C:12](/[CH3:13])\[C:11]([OH:18])=[O:17])[CH:6]=[CH:5][CH:4]=[C:3]([CH2:7][NH:8][C:15](=[O:16])/[CH:14]=[C:12](/[CH3:13])\[C:11]([OH:17])=[O:18])[CH:2]=1. Reported procedure: A 2.5-liter glass resin kettle was charged with 136.2 g (1.0 mole) of m-xylylenediamine and 2000 ml of reagent acetone and flushed with nitrogen. The kettle was fitted with a dropping funnel, reflux condenser, mechanical stirrer and thermocouple. The addition funnel was charged with 246 g (2.2 moles) of citraconic anhydride which was slowly added over a 21/2-hour period, with stirring and refluxing the acetone. The reaction mixture was allowed to cool to room temperature with stirring. Suction f... Reactants: O=C1CN(CCCN1)C(=O)OC(C)(C)C (tert-butyl hexahydro-3-oxo-1H-1,4-diazepine-1-carboxylate), ClCOCC1=CC=CC=C1 (benzyl chloromethyl ether). The product is C(C1=CC=CC=C1)OCN1C(CN(CCC1)C(=O)OC(C)(C)C)=O (tert-Butyl 4-[(Benzyloxy)methyl]hexahydro-3-oxo-1H-1,4-diazepine-1-carboxylate). Reaction SMILES: [O:1]=[C:2]1[NH:8][CH2:7][CH2:6][CH2:5][N:4]([C:9]([O:11][C:12]([CH3:15])([CH3:14])[CH3:13])=[O:10])[CH2:3]1.Cl[CH2:17][O:18][CH2:19][C:20]1[CH:25]=[CH:24][CH:23]=[CH:22][CH:21]=1>>[CH2:19]([O:18][CH2:17][N:8]1[CH2:7][CH2:6][CH2:5][N:4]([C:9]([O:11][C:12]([CH3:15])([CH3:14])[CH3:13])=[O:10])[CH2:3][C:2]1=[O:1])[C:20]1[CH:25]=[CH:24][CH:23]=[CH:22][CH:21]=1. Procedure: The title compound was prepared from tert-butyl hexahydro-3-oxo-1H-1,4-diazepine-1-carboxylate (Example 2, Step B) and benzyl chloromethyl ether essentially following the method described in Example 2, Step C. The reactants are C1CCNCC1, CC1(C)CC(=O)CC(C)(C)N1, O, O, Cc1ccc(S(=O)(=O)O)cc1, c1ccccc1. Product: CC1(C)C=C(N2CCCCC2)CC(C)(C)N1. RXN SMILES: [CH2:12]1[CH2:13][CH2:14][NH:15][CH2:16][CH2:17]1.[CH3:1][C:2]1([CH3:11])[NH:3][C:4]([CH3:9])([CH3:10])[CH2:5][C:6](=[O:8])[CH2:7]1.[OH2:18].[OH2:30].[c:19]1([CH3:20])[cH:21][cH:22][c:23]([S:24]([OH:25])(=[O:26])=[O:27])[cH:28][cH:29]1.[cH:31]1[cH:32][cH:33][cH:34][cH:35][cH:36]1>>[CH3:1][C:2]1([CH3:11])[NH:3][C:4]([CH3:9])([CH3:10])[CH2:5][C:6]([N:15]2[CH2:14][CH2:13][CH2:12][CH2:17][CH2:16]2)=[CH:7]1. The reactants are S(O)(O)(=O)=O (sulfuric acid), CC[O-].[Na+] (sodium ethylate), ClC(C(F)(F)F)C(C(F)(F)F)(OC)OC (2-chloro-1,1,1,4,4,4-hexafluoro-3,3-dimethoxy-butane), C(C)O (ethanol), C(C)O (ethanol). Product: ClC(CC(=O)OCC)C(C(F)(F)F)(OC)OC (Ethyl 2-chloro-4,4,4-trifluoro-3,3-dimethoxybutanecarboxylate). RXN SMILES: [CH3:1][CH2:2][O-:3].[Na+].[Cl:5][CH:6]([C:11]([O:18][CH3:19])([O:16][CH3:17])[C:12]([F:15])([F:14])[F:13])C(F)(F)F.S(=O)(=O)(O)O.[CH2:25]([OH:27])[CH3:26]>>[Cl:5][CH:6]([C:11]([O:16][CH3:17])([O:18][CH3:19])[C:12]([F:13])([F:14])[F:15])[CH2:1][C:2]([O:27][CH2:25][CH3:26])=[O:3] |f:0.1|. Procedure details: 265 g of a 20% strength solution of sodium ethylate in ethanol were added dropwise to 100 g of 2-chloro-1,1,1,4,4,4-hexafluoro-3,3-dimethoxy-butane in 50 ml of ethanol at room temperature. The reaction mixture was then stirred under reflux for 12 hours and cooled to room temperature, and 100 ml of 50% strength sulfuric acid were added dropwise. After the mixture had been refluxed again for 3 hours, it was poured onto water and extracted with methylene chloride and the organic phase was dried ove... Starting materials: CCNCc1ccccc1, COc1ccc(N(CC(=O)O)S(=O)(=O)c2ncccc2C)cn1. The product is CCN(Cc1ccccc1)C(=O)CN(c1ccc(OC)nc1)S(=O)(=O)c1ncccc1C. Reaction SMILES: [CH2:24]([c:25]1[cH:26][cH:27][cH:28][cH:29][cH:30]1)[NH:31][CH2:32][CH3:33].[CH3:1][O:2][c:3]1[cH:4][cH:5][c:6]([N:9]([S:10](=[O:11])(=[O:12])[c:13]2[n:14][cH:15][cH:16][cH:17][c:18]2[CH3:19])[CH2:20][C:21](=[O:22])[OH:23])[cH:7][n:8]1>>[CH3:1][O:2][c:3]1[cH:4][cH:5][c:6]([N:9]([S:10](=[O:11])(=[O:12])[c:13]2[n:14][cH:15][cH:16][cH:17][c:18]2[CH3:19])[CH2:20][C:21](=[O:22])[N:31]([CH2:24][c:25]2[cH:26][cH:27][cH:28][cH:29][cH:30]2)[CH2:32][CH3:33])[cH:7][n:8]1. The reactants are C1(=CC=CC=C1)C=1C(=NNC1)C(=O)OCC (ethyl 4-phenyl-3-pyrazolecarboxylate), NCCNC(OC(C)(C)C)=O (t-butyl (2-aminoethyl)carbamate). Run in C(C)O (ethanol). The product is C1(=CC=CC=C1)C=1C(=NNC1)C(=O)NCCNC(OC(C)(C)C)=O (t-butyl [2-(4-phenylpyrazole-3carboxamido)ethyl]carbamate). Yield: 66.8%. As a reaction SMILES: [C:1]1([C:7]2[C:8]([C:12]([O:14]CC)=O)=[N:9][NH:10][CH:11]=2)[CH:6]=[CH:5][CH:4]=[CH:3][CH:2]=1.[NH2:17][CH2:18][CH2:19][NH:20][C:21](=[O:27])[O:22][C:23]([CH3:26])([CH3:25])[CH3:24]>C(O)C>[C:1]1([C:7]2[C:8]([C:12]([NH:17][CH2:18][CH2:19][NH:20][C:21](=[O:27])[O:22][C:23]([CH3:25])([CH3:24])[CH3:26])=[O:14])=[N:9][NH:10][CH:11]=2)[CH:2]=[CH:3][CH:4]=[CH:5][CH:6]=1. Procedure: 5.0 g (23.12 mmol) of ethyl 4-phenyl-3-pyrazolecarboxylate were heated to 120° under reduced pressure for hours with 7.4 g (46.19 mmol) of t-butyl (2-aminoethyl)carbamate, whereby the ethanol formed was distilled off continuously. The reaction mixture was then taken up in methylene chloride and chromatographed on 150 g of silica gel with a 9:1, 8:2 and 7:3 mixture of methylene chloride and ethyl acetate as the eluting agent. The fractions which were pure according to the thin-layer chromatogram ... Starting materials: [N+](=O)([O-])C1=CC=C(C(=O)NCCC)C=C1 (4-nitro-N-propylbenzamide). Reagents/catalysts: [Pd] (palladium-on-charcoal). Solvent: CO (MeOH). Yields the product NC1=CC=C(C(=O)NCCC)C=C1 (4-amino-N-propylbenzamide). Isolated yield 74.0%. As a reaction SMILES: [N+:1]([C:4]1[CH:15]=[CH:14][C:7]([C:8]([NH:10][CH2:11][CH2:12][CH3:13])=[O:9])=[CH:6][CH:5]=1)([O-])=O>CO.[Pd]>[NH2:1][C:4]1[CH:5]=[CH:6][C:7]([C:8]([NH:10][CH2:11][CH2:12][CH3:13])=[O:9])=[CH:14][CH:15]=1. Procedure: A solution of 4-nitro-N-propylbenzamide (1.00 g, 4.80 mmoles) in MeOH (25 ml) was hydrogenated in the presence of a 5% palladium-on-charcoal catalyst at about 25° and atmospheric pressure. The catalyst was removed by filtration, and the filtrate was evaporated to dryness in vacuo to give 4-amino-N-propylbenzamide as a gummy residue; yiel 836 mg. This product was dissolved in DMAC (10 ml) containing I (504 mg, 1.50 mmoles), and the whole was stirred at room temperature for 72 hrs. The precipitate... Reactants: COc1ccccc1Oc1c(NS(=O)(=O)c2ccc(C(C)(C)C)cc2)nc(S(C)(=O)=O)nc1OCCO, [Li]CCCC, CCCC[Sn](CCCC)(CCCC)COCOC, CCCCCC, [Cl-], [NH4+], C1CCOC1. The product is COCOCc1nc(NS(=O)(=O)c2ccc(C(C)(C)C)cc2)c(Oc2ccccc2OC)c(OCCO)n1. As a reaction SMILES: [C:24]([CH3:25])([CH3:26])([CH3:27])[c:28]1[cH:29][cH:30][c:31]([S:34](=[O:35])(=[O:36])[NH:37][c:38]2[n:39][c:40]([S:57]([CH3:58])(=[O:59])=[O:60])[n:41][c:42]([O:53][CH2:54][CH2:55][OH:56])[c:43]2[O:44][c:45]2[c:46]([O:51][CH3:52])[cH:47][cH:48][cH:49][cH:50]2)[cH:32][cH:33]1.[CH2:19]([Li:20])[CH2:21][CH2:22][CH3:23].[CH3:1][O:2][CH2:3][O:4][CH2:5][Sn:6]([CH2:7][CH2:8][CH2:9][CH3:10])([CH2:11][CH2:12][CH2:13][CH3:14])[CH2:15][CH2:16][CH2:17][CH3:18].[CH3:68][CH2:69][CH2:70][CH2:71][CH2:72][CH3:73].[Cl-:61].[NH4+:62].[O:63]1[CH2:64][CH2:65][CH2:66][CH2:67]1>>[CH3:1][O:2][CH2:3][O:4][CH2:5][c:40]1[n:39][c:38]([NH:37][S:34]([c:31]2[cH:30][cH:29][c:28]([C:24]([CH3:25])([CH3:26])[CH3:27])[cH:33][cH:32]2)(=[O:35])=[O:36])[c:43]([O:44][c:45]2[c:46]([O:51][CH3:52])[cH:47][cH:48][cH:49][cH:50]2)[c:42]([O:53][CH2:54][CH2:55][OH:56])[n:41]1.